Dataset: the Open Reaction Database (ORD), a public repository of structured organic reaction records. Task: describe an organic reaction: reactants, conditions, products, and yield Starting materials: Brc1cccc(CC(Br)(Cc2cccc(Br)c2)Cc2cccc(Br)c2)c1, CC(=O)O, [Zn]. Yields the product Brc1cccc(CC(Cc2cccc(Br)c2)Cc2cccc(Br)c2)c1. RXN SMILES: [Br:1][c:2]1[cH:3][c:4]([CH2:5][C:6]([Br:7])([CH2:8][c:9]2[cH:10][c:11]([Br:15])[cH:12][cH:13][cH:14]2)[CH2:16][c:17]2[cH:18][c:19]([Br:23])[cH:20][cH:21][cH:22]2)[cH:24][cH:25][cH:26]1.[CH3:27][C:28](=[O:29])[OH:30].[Zn:31]>>[Br:1][c:2]1[cH:3][c:4]([CH2:5][CH:6]([CH2:8][c:9]2[cH:10][c:11]([Br:15])[cH:12][cH:13][cH:14]2)[CH2:16][c:17]2[cH:18][c:19]([Br:23])[cH:20][cH:21][cH:22]2)[cH:24][cH:25][cH:26]1. Starting materials: CC1CCCCC1 (methylcyclohexane), C(C)(C)(C1=CC=CC=C1)Cl (cumyl chloride), C=CC1=CC=CC=C1 (styrene), α-picoline(2-methylpyridine), CC(C)=C (isobutylene). Reagents/catalysts: [Ti](Cl)(Cl)(Cl)Cl (titanium tetrachloride). Solvent: C(CCC)Cl (n-butyl chloride). Conditions: temperature -70 celsius, time 60 minute. Product: C=CC1=CC=CC=C1.CC(C)=C (styrene isobutylene). Reaction SMILES: [CH3:1][CH:2]1[CH2:7]CCC[CH2:3]1.[C:8](Cl)([C:11]1[CH:16]=[CH:15][CH:14]=[CH:13][CH:12]=1)(C)[CH3:9].CC(=C)C.C=CC1C=CC=CC=1>[Ti](Cl)(Cl)(Cl)Cl.C(Cl)CCC>[CH2:9]=[CH:8][C:11]1[CH:16]=[CH:15][CH:14]=[CH:13][CH:12]=1.[CH3:3][C:2](=[CH2:1])[CH3:7] |f:6.7|. Procedure: In a 2 L reaction vessel equipped with a stirrer, 589 mL of methylcyclohexane (dried over molecular sieves), 613 mL of n-butyl chloride (dried over molecular sieves) and 0.550 g of cumyl chloride were added. After cooling the reaction vessel to −70° C., 0.35 mL of α-picoline(2-methylpyridine) and 179 mL of isobutylene were added. Furthermore, 9.4 mL of titanium tetrachloride was added and the polymerization was initiated, and then the solution was reacted for 2.0 hours while stirring at −70° C. ... Reactants: ClC=1C=C(C=CC1C)C1(CCC1)C(CCC)N (1-[1-(3-chloro-4-methylphenyl)cyclobutyl]butylamine), N1=CC=C(C=C1)C=O (4-pyridinecarboxaldehyde), [BH4-].[Na+] (sodium borohydride). Run in C(C)O (ethanol), C(C)O (ethanol). Run at temperature 130 celsius. The product is Cl.Cl.N1=CC=C(C=C1)CNC(CCC)C1(CCC1)C1=CC(=C(C=C1)C)Cl (N-(4-pyridylmethyl)-1-[1-(3-chloro-4-methylphenyl)cyclobutyl]butylamine dihydrochloride). As a reaction SMILES: [Cl:1][C:2]1[CH:3]=[C:4]([C:9]2([CH:13]([NH2:17])[CH2:14][CH2:15][CH3:16])[CH2:12][CH2:11][CH2:10]2)[CH:5]=[CH:6][C:7]=1[CH3:8].[N:18]1[CH:23]=[CH:22][C:21]([CH:24]=O)=[CH:20][CH:19]=1.[BH4-].[Na+]>C(O)C>[ClH:1].[ClH:1].[N:18]1[CH:23]=[CH:22][C:21]([CH2:24][NH:17][CH:13]([C:9]2([C:4]3[CH:5]=[CH:6][C:7]([CH3:8])=[C:2]([Cl:1])[CH:3]=3)[CH2:12][CH2:11][CH2:10]2)[CH2:14][CH2:15][CH3:16])=[CH:20][CH:19]=1 |f:2.3,5.6.7|. Procedure: A mixture of 1-[1-(3-chloro-4-methylphenyl)cyclobutyl]butylamine (2.5 g) [see Example 10(k) of British Patent Specification No. 2098602A] and 4-pyridinecarboxaldehyde (1.5 ml) was stirred and heated at 130° C. for 18 hours. The mixture was dissolved in ethanol (50 ml) and the solution added to a solution of sodium borohydride (2.5 g) in ethanol (120 ml) and heated under reflux for 2 hours. Excess ethanol was removed by evaporation and the mixture acidified, basified and extracted into ether. Hyd... The reactants are CC([O-])C.[Al+3].CC([O-])C.CC([O-])C (aluminum isopropoxide), C(=O)(OCC)CC1CCC(=CC1=O)C (6-(carbethoxymethyl)-3-methyl-2-cyclohexen-l-one), O1C(CC2C1C=CCC2)=O (3a,4,5,7a-tetrahydro-2(3H)-benzofuranone). The solvent is C1(=CC=CC=C1)C (toluene). Yields the product CC1=C[C@H]2[C@H](CC(O2)=O)CC1 (cis 6-methyl-3a,4,5,7a-tetrahydro-2(3H)-benzofuranone). Isolated yield 73.0%. Reaction SMILES: CC(C)[O-].[Al+3].CC(C)[O-].CC(C)[O-].[C:14]([CH2:19][CH:20]1[C:25](=[O:26])[CH:24]=[C:23]([CH3:27])[CH2:22][CH2:21]1)(OCC)=[O:15].O1C2C=CCCC2CC1=O>C1(C)C=CC=CC=1>[CH3:27][C:23]1[CH2:22][CH2:21][C@H:20]2[CH2:19][C:14](=[O:15])[O:26][C@H:25]2[CH:24]=1 |f:0.1.2.3|. Procedure: The reaction of 18.73 g (91.7 mmoles) of aluminum isopropoxide in 150 ml of toluene with 3.0 g (15.3 mmoles) of 6-(carbethoxymethyl)-3-methyl-2-cyclohexen-l-one was conducted in a similar manner to the synthesis of 3a,4,5,7a-tetrahydro-2(3H)-benzofuranone described in Example I. The crude material was purified by Kugelrohr distillation (bp 55°-80° C./0.0l mm Hg) to yield 1.7 g (74%) of cis 6-methyl-3a,4,5,7a-tetrahydro-2(3H)-benzofuranone, as confirmed by NMR and IR data. Starting materials: [H-].[Na+] (NaH), O[C@@H]([C@H]1[C@H](CC(N1C)=O)C1=CC=CC=C1)C=1SC=CC1 ((±)-(4R*,5R*)-5-((1S)-hydroxy-2-thienylmethyl)-1-methyl-4-phenylpyrrolidin-2-one), O (water), CI (methyl iodide). The solvent is CN(C)C=O (DMF). Run at time 30 minute. Product: CO[C@@H]([C@H]1[C@H](CC(N1C)=O)C1=CC=CC=C1)C=1SC=CC1 ((±)-(4R*,5R*)-5-((1S*)-methoxy-2-thienylmethyl)-1-methyl-4-phenylpyrrolidin-2-one). The yield is 46.1%. RXN SMILES: [H-].[Na+].[OH:3][C@H:4]([C:18]1[S:19][CH:20]=[CH:21][CH:22]=1)[C@@H:5]1[N:9]([CH3:10])[C:8](=[O:11])[CH2:7][C@@H:6]1[C:12]1[CH:17]=[CH:16][CH:15]=[CH:14][CH:13]=1.[CH3:23]I.O>CN(C=O)C>[CH3:23][O:3][C@H:4]([C:18]1[S:19][CH:20]=[CH:21][CH:22]=1)[C@@H:5]1[N:9]([CH3:10])[C:8](=[O:11])[CH2:7][C@@H:6]1[C:12]1[CH:17]=[CH:16][CH:15]=[CH:14][CH:13]=1 |f:0.1|. Procedure: To a slurry of NaH (60%, 32 mg, 1.0 mmol) in DMF (15 mL) was added (±)-(4R*,5R*)-5-((1S)-hydroxy-2-thienylmethyl)-1-methyl-4-phenylpyrrolidin-2-one (Example 5 step 1, 250 mg, 0.9 mmol). The resulting mixture was stirred for 30 min, then methyl iodide (0.08 mL, 1.3 mmol) was added. After 2 h water was added and the resulting mixture was extracted with EtOAc, dried (MgSO4) and concentrated under reduced pressure. The residue was purified by flash chromatography (EtOAc) to give (±)-(4R*,5R*)-5-((1S... The reactants are BrCCCOC=1C=C(C=CC1)C1=NOC2=C1SC=C2 (3-[3-(3-bromo-propoxy)-phenyl]-thieno[2,3-d]isoxazole), ClCCCOC=1C=C(C=CC1)C1=NOC2=C1SC=C2 (3-[3-(3-chloro-propoxy)-phenyl]-thieno[2,3-d]isoxazole), NCCC1=CC=C(C=C1)S(=O)(=O)N (4-(2-aminoethyl) benzenesulfonamide), C([O-])([O-])=O.[K+].[K+] (potassium carbonate). Yields the product O1N=C(C2=C1C=CS2)C=2C=C(OCCCNCCC1=CC=C(C=C1)S(=O)(=O)N)C=CC2 (4-{2-[3-(3-thieno[2,3-d]isoxazol-3-yl-phenoxy)-propylamino]-ethyl}-benzenesulfonamide). The yield is 35.0%. RXN SMILES: Br[CH2:2][CH2:3][CH2:4][O:5][C:6]1[CH:7]=[C:8]([C:12]2[C:16]3[S:17][CH:18]=[CH:19][C:15]=3[O:14][N:13]=2)[CH:9]=[CH:10][CH:11]=1.ClCCCOC1C=C(C2C3SC=CC=3ON=2)C=CC=1.[NH2:39][CH2:40][CH2:41][C:42]1[CH:47]=[CH:46][C:45]([S:48]([NH2:51])(=[O:50])=[O:49])=[CH:44][CH:43]=1.C(=O)([O-])[O-].[K+].[K+]>>[O:14]1[C:15]2[CH:19]=[CH:18][S:17][C:16]=2[C:12]([C:8]2[CH:7]=[C:6]([CH:11]=[CH:10][CH:9]=2)[O:5][CH2:4][CH2:3][CH2:2][NH:39][CH2:40][CH2:41][C:42]2[CH:43]=[CH:44][C:45]([S:48]([NH2:51])(=[O:49])=[O:50])=[CH:46][CH:47]=2)=[N:13]1 |f:3.4.5|. Procedure: The title compound is prepared from a mixture of 3-[3-(3-bromo-propoxy)-phenyl]-thieno[2,3-d]isoxazole, 3-[3-(3-chloro-propoxy)-phenyl]-thieno[2,3-d]isoxazole, 4-(2-aminoethyl) benzenesulfonamide and potassium carbonate essentially as described above in example 4 except that the column is eluted using a graded solvent mixture of dichloromethane:methanol (90:10). Combine the appropriate fractions and concentrate to give the title compound (0.16 g, 35% Yield) as a solid. Purity by LC/MS (APCI)=96%... Reactants: [Br-], CC(C)(C)OCC(O)CCl, CCCC[P+](CCCC)(CCCC)CCCC, ClCCCl, O=C(Cl)OCCCl. Product: CC(C)(C)OCC1CO1. RXN SMILES: [Br-:18].[C:1]([CH3:2])([CH3:3])([CH3:4])[O:5][CH2:6][CH:7]([CH2:8][Cl:9])[OH:10].[CH2:19]([P+:20]([CH2:21][CH2:22][CH2:23][CH3:24])([CH2:25][CH2:26][CH2:27][CH3:28])[CH2:29][CH2:30][CH2:31][CH3:32])[CH2:33][CH2:34][CH3:35].[CH2:36]([Cl:37])[CH2:38][Cl:39].[Cl:11][C:12]([O:13][CH2:14][CH2:15][Cl:16])=[O:17]>>[C:1]([CH3:2])([CH3:3])([CH3:4])[O:5][CH2:6][CH:7]1[CH2:8][O:10]1. The yield is 91.6%. Product: O[C@@H](CC(=O)OC)CCCCCCCCCCCC(C)C (Methyl (R)-3-hydroxy-15-methyl-hexadecanoate). Reaction SMILES: O[C@H](CCCCCCCCCC(C)C)CC(OC)=O.[CH3:20][CH:21]([CH3:40])[CH2:22][CH:23]=[CH:24][CH2:25][CH2:26][CH2:27][CH2:28][CH2:29][CH2:30][CH2:31][CH2:32][C:33](=[O:39])[CH2:34][C:35]([O:37][CH3:38])=[O:36]>>[OH:39][C@H:33]([CH2:32][CH2:31][CH2:30][CH2:29][CH2:28][CH2:27][CH2:26][CH2:25][CH2:24][CH2:23][CH2:22][CH:21]([CH3:40])[CH3:20])[CH2:34][C:35]([O:37][CH3:38])=[O:36]. Reported procedure: In a manner similar to the synthesis of compound 114, compound 113 (100 mg, 0.338 mmol) was reduced by a two step procedure to afford 115 as a colorless oil (93 mg, 92%, two steps). Rf=0.50 (hexane/ethyl acetate, 4/1, v/v); [α]25D=−6.0° (c=1.0, CHCl3); 1H NMR (300 MHz, CDCl3): δ 3.95 (m, 1H, H-3), 3.66 (s, 3H, OCH3), 2.47 (dd, 1H, J2a,2b=16.2 Hz, J2a,3=3.3 Hz, H-2a), 2.36 (dd, 1H, J2a,2b=16.2 Hz, J2b,3=9.0 Hz, H-2b), 1.53-1.32 (m, 3H, H-4, H-15), 1.21-1.03 [m, 20H, H-(5-14)], 0.81 (d, 6H, J15,16... Starting materials: O[C@@H](CC(=O)OC)CCCCCCCCCC(C)C (Methyl (R)-3-hydroxy-13-methyl-tetradecanoate), CC(CC=CCCCCCCCCC(CC(=O)OC)=O)C (Methyl 15-methyl-3-oxo-12-hexadecenoate). The reactants are S(O)(O)(=O)=O (sulfuric acid), CC1=C(C(=O)O)C=CC(=C1O)I (methyl 3-hydroxy-4-iodobenzoic acid), CO (methanol). The product is OC=1C=C(C(=O)OC)C=CC1I (methyl 3-hydroxy-4-iodobenzoate). Isolated yield 70.0%. As a reaction SMILES: S(=O)(=O)(O)O.C[C:7]1[C:15]([OH:16])=[C:14]([I:17])[CH:13]=[CH:12][C:8]=1[C:9]([OH:11])=[O:10].[CH3:18]O>>[OH:16][C:15]1[CH:7]=[C:8]([CH:12]=[CH:13][C:14]=1[I:17])[C:9]([O:11][CH3:18])=[O:10]. Procedure: 59 ml (1.10 mol, 2.4 eq) of sulfuric acid are added to a solution of 121 g (0.458 mol, 1 eq) of methyl 3-hydroxy-4-iodobenzoic acid in 700 ml of methanol. The reaction mixture is refluxed for 6 days. The methanol is evaporated off and the reaction medium is then poured into water and extracted with ethyl acetate. The organic phases are combined, washed with water and dried over sodium sulfate. The solvent is concentrated and the solid obtained is filtered off and dried. 88.56 g of methyl 3-hydro... Reactants: O=C1CC2CCC(C1)N2Cc1ccccc1, CCO, Cl, NO, [Na+], [OH-], O. Product: ON=C1CC2CCC(C1)N2Cc1ccccc1. Reaction SMILES: [CH2:1]([c:2]1[cH:3][cH:4][cH:5][cH:6][cH:7]1)[N:8]1[CH:9]2[CH2:10][C:11](=[O:16])[CH2:12][CH:13]1[CH2:14][CH2:15]2.[CH3:22][CH2:23][OH:24].[ClH:17].[NH2:18][OH:19].[Na+:21].[OH-:20].[OH2:25]>>[CH2:1]([c:2]1[cH:3][cH:4][cH:5][cH:6][cH:7]1)[N:8]1[CH:9]2[CH2:10][C:11](=[N:18][OH:19])[CH2:12][CH:13]1[CH2:14][CH2:15]2.